describe an organic reaction: reactants, conditions, products, and yield From a dataset of the Open Reaction Database (ORD), a public repository of structured organic reaction records. As a reaction SMILES: [C:1]([CH3:2])([CH3:3])([CH3:4])[O:5][C:6]([c:7]1[c:8]([N+:20](=[O:21])[O-:22])[cH:9][c:10]([N:13]2[CH2:14][CH2:15][N:16]([CH3:19])[CH2:17][CH2:18]2)[cH:11][cH:12]1)=[O:23].[CH2:25]1[O:26][CH2:27][CH2:28][O:29][CH2:30]1.[ClH:24]>>[ClH:24].[O:5]=[C:6]([c:7]1[c:8]([N+:20](=[O:21])[O-:22])[cH:9][c:10]([N:13]2[CH2:14][CH2:15][N:16]([CH3:19])[CH2:17][CH2:18]2)[cH:11][cH:12]1)[OH:23]. The product is Cl, CN1CCN(c2ccc(C(=O)O)c([N+](=O)[O-])c2)CC1. The reactants are CN1CCN(c2ccc(C(=O)OC(C)(C)C)c([N+](=O)[O-])c2)CC1, C1COCCO1, Cl. Starting materials: [OH-].[Na+] (Sodium hydroxide), C(C1=CC=CC=C1)OC1=CC=C(C=C1)NC(C1=CC(=C(C=C1)Cl)[N+](=O)[O-])=S (N-(4-Benzyloxy-phenyl)-4-chloro-3-nitro-thiobenzamide), [K] (Potassium). The solvent is CO (methanol). Reaction conditions: temperature 130 celsius. Product: C(C1=CC=CC=C1)OC1=CC2=C(N=C(S2)C2=CC(=C(C=C2)Cl)[N+](=O)[O-])C=C1 (6-benzyloxy-2-(4-chloro-3-nitro-phenyl)-benzothiazole). Reaction SMILES: [CH2:1]([O:8][C:9]1[CH:14]=[CH:13][C:12]([NH:15][C:16](=[S:27])[C:17]2[CH:22]=[CH:21][C:20]([Cl:23])=[C:19]([N+:24]([O-:26])=[O:25])[CH:18]=2)=[CH:11][CH:10]=1)[C:2]1[CH:7]=[CH:6][CH:5]=[CH:4][CH:3]=1.[OH-].[Na+].[K]>CO>[CH2:1]([O:8][C:9]1[CH:14]=[CH:13][C:12]2[N:15]=[C:16]([C:17]3[CH:22]=[CH:21][C:20]([Cl:23])=[C:19]([N+:24]([O-:26])=[O:25])[CH:18]=3)[S:27][C:11]=2[CH:10]=1)[C:2]1[CH:3]=[CH:4][CH:5]=[CH:6][CH:7]=1 |f:1.2,^1:29|. Reported procedure: N-(4-Benzyloxy-phenyl)-4-chloro-3-nitro-thiobenzamide (2 g, 5 mmol) was dissolved in methanol (100 ml). Sodium hydroxide (1.6 g in 5 ml water) was added followed by Triton B (2.1 ml, 5 mmol, commercially available). The mixture was cooled in an ice-bath. Potassium ferri(III) cyanide (13.2 g in 50 ml water) was added drop wise with vigorous stirring. The reaction mixture was allowed to warm up overnight and was further warmed to 130° C. for 1 hour. The reaction mixture was cooled and extracted wi... The reactants are CCN=C=NCCCN(C)C, CC1CCCN1CCCOc1ccc(-n2cc(C(=O)O)cn2)cc1, CN(C)C=O, Cl, Cl, NCCO, O, On1nnc2ccccc21. Product: CC1CCCN1CCCOc1ccc(-n2cc(C(=O)NCCO)cn2)cc1. RXN SMILES: [CH2:31]([N:32]=[C:33]=[N:34][CH2:35][CH2:36][CH2:37][N:38]([CH3:39])[CH3:40])[CH3:41].[CH3:2][CH:3]1[N:4]([CH2:8][CH2:9][CH2:10][O:11][c:12]2[cH:13][cH:14][c:15](-[n:18]3[n:19][cH:20][c:21]([C:23](=[O:24])[OH:25])[cH:22]3)[cH:16][cH:17]2)[CH2:5][CH2:6][CH2:7]1.[CH3:53][N:54]([CH3:55])[CH:56]=[O:57].[ClH:1].[ClH:30].[NH2:26][CH2:27][CH2:28][OH:29].[OH2:42].[OH:43][n:44]1[c:45]2[cH:46][cH:47][cH:48][cH:49][c:50]2[n:51][n:52]1>>[CH3:2][CH:3]1[N:4]([CH2:8][CH2:9][CH2:10][O:11][c:12]2[cH:13][cH:14][c:15](-[n:18]3[n:19][cH:20][c:21]([C:23](=[O:24])[NH:26][CH2:27][CH2:28][OH:29])[cH:22]3)[cH:16][cH:17]2)[CH2:5][CH2:6][CH2:7]1. The solvent is C(C)O (ethanol). Procedure: To a solution of ethyl α-azido-α-methyl-4-benzyloxycarbonyl-5,5-dimethyl-2-thiazolidine acetate (3.92 g.) in ethanol (20 ml.) is slowly added 20 ml. of 0.5 N sodium hydroxide solution. The solution is stirred at room temperature overnight, then acidified with 20 ml. of 0.5 N hydrochloric acid. The product is extracted into ethyl acetate and the solution dried over anhydrous sodium sulfate and evaporated leaving α-methyl-α-azido-4-benzyloxycarbonyl-5,5-dimethyl-2-thiazolidineacetic acid. Conditions: time 8 hour. Product: CC(C(=O)O)(C1SC(C(N1)C(=O)OCC1=CC=CC=C1)(C)C)N=[N+]=[N-] (α-methyl-α-azido-4-benzyloxycarbonyl-5,5-dimethyl-2-thiazolidineacetic acid). Reaction SMILES: [N:1]([C:4]([CH3:27])([CH:10]1[NH:14][CH:13]([C:15]([O:17][CH2:18][C:19]2[CH:24]=[CH:23][CH:22]=[CH:21][CH:20]=2)=[O:16])[C:12]([CH3:26])([CH3:25])[S:11]1)[C:5]([O:7]CC)=[O:6])=[N+:2]=[N-:3].[OH-].[Na+].Cl>C(O)C>[CH3:27][C:4]([N:1]=[N+:2]=[N-:3])([CH:10]1[NH:14][CH:13]([C:15]([O:17][CH2:18][C:19]2[CH:24]=[CH:23][CH:22]=[CH:21][CH:20]=2)=[O:16])[C:12]([CH3:25])([CH3:26])[S:11]1)[C:5]([OH:7])=[O:6] |f:1.2|. Starting materials: N(=[N+]=[N-])C(C(=O)OCC)(C1SC(C(N1)C(=O)OCC1=CC=CC=C1)(C)C)C (ethyl α-azido-α-methyl-4-benzyloxycarbonyl-5,5-dimethyl-2-thiazolidine acetate), [OH-].[Na+] (sodium hydroxide), Cl (hydrochloric acid). The reactants are S(=O)(=O)([O-])[O-].[Na+].[Na+] (sodium sulfate), [H-].C(C(C)C)[Al+]CC(C)C (diisobutylaluminum hydride), C1(=CC=CC=C1)S(=O)(=O)NC1=C(C=C(C(=O)OC)C=C1)OC (methyl 4-phenylsulfonylamino-3-methoxybenzoate). The solvent is CCCCCC (hexane), C1CCOC1 (THF), CCOCC (ether). Reaction conditions: temperature -78 celsius, time 4 hour. The product is C1(=CC=CC=C1)S(=O)(=O)NC1=C(C=C(CO)C=C1)OC (4-(phenylsulfonylamino)-3-methoxybenzyl alcohol). Isolated yield 109.5%. As a reaction SMILES: [C:1]1([S:7]([NH:10][C:11]2[CH:20]=[CH:19][C:14]([C:15](OC)=[O:16])=[CH:13][C:12]=2[O:21][CH3:22])(=[O:9])=[O:8])[CH:6]=[CH:5][CH:4]=[CH:3][CH:2]=1.[H-].C([Al+]CC(C)C)C(C)C.S([O-])([O-])(=O)=O.[Na+].[Na+]>C1COCC1.CCCCCC.CCOCC>[C:1]1([S:7]([NH:10][C:11]2[CH:20]=[CH:19][C:14]([CH2:15][OH:16])=[CH:13][C:12]=2[O:21][CH3:22])(=[O:9])=[O:8])[CH:2]=[CH:3][CH:4]=[CH:5][CH:6]=1 |f:1.2,3.4.5|. Reported procedure: A solution of methyl 4-phenylsulfonylamino-3-methoxybenzoate (1.5 g; prepared in Reference Example 37.) in THF (90 ml) was cooled to −78° C. in a stream of argon. The solution of diisobutylaluminum hydride (1.0 M) in hexane (22 ml) was added dropwise thereto. The mixture was stirred for 4 hours at −78° C. After the temperature increased to room temperature, the mixture was diluted with ether (100 ml). A saturated aqueous sodium sulfate (1.5 ml) was added thereto slowly. The mixture was stirred f... The reactants are SC=1N(C(=NN1)CO)C1=CC=CC=C1 (5-mercapto-4-phenyl-4H-1,2,4-triazole-3-methanol), Formula XXIII, compound, [OH-].[Na+] (sodium hydroxide), BrCC (bromoethane), OO (hydrogen peroxide). Yields the product CS(=O)C=1N(C(=NN1)CO)C1=CC=CC=C1 (5-methylsulfinyl-4-phenyl-4H-1,2,4-triazole-3-methanol). Reaction SMILES: [SH:1][C:2]1[N:3]([C:9]2[CH:14]=[CH:13][CH:12]=[CH:11][CH:10]=2)[C:4]([CH2:7][OH:8])=[N:5][N:6]=1.[OH-:15].[Na+].Br[CH2:18]C.OO>>[CH3:18][S:1]([C:2]1[N:3]([C:9]2[CH:10]=[CH:11][CH:12]=[CH:13][CH:14]=2)[C:4]([CH2:7][OH:8])=[N:5][N:6]=1)=[O:15] |f:1.2|. Procedure details: Refer to Chart F. One equivalent of 5-mercapto-4-phenyl-4H-1,2,4-triazole-3-methanol (Formula XXIII of Chart B, R24 is hydroxymethyl, R5 is phenyl, n is zero) is prepared according to Chart B. One equivalent of this compound is treated with sodium hydroxide and bromoethane. This product is then oxidized with aqueous hydrogen peroxide to yield 5-methylsulfinyl-4-phenyl-4H-1,2,4-triazole-3-methanol. This product is further oxidized by treating it with m-chlorobenzoic acid at 25° C. for 24 hrs to y... Reactants: O (water), CC=1NC=CN1 (2-methylimidazole), Cl.ClC(CN)C (2-chloropropylamine hydrochloride), [OH-].[Na+] (sodium hydroxide). Solvent: CN(C)C=O (DMF). Reaction conditions: time 30 minute. Yields the product CC=1N(C=CN1)CCCN (3-(2-methylimidazol-1-yl)propylamine). The yield is 52.2%. Reaction SMILES: [CH3:1][C:2]1[NH:3][CH:4]=[CH:5][N:6]=1.[OH-].[Na+].Cl.Cl[CH:11]([CH3:14])[CH2:12][NH2:13].O>CN(C=O)C>[CH3:1][C:2]1[N:3]([CH2:14][CH2:11][CH2:12][NH2:13])[CH:4]=[CH:5][N:6]=1 |f:1.2,3.4|. Reported procedure: A solution of 2-methylimidazole (0.820 g, 10.0 mmol) in DMF (10 mL) was cooled in an ice/water bath and sodium hydroxide (1.00 g, 25.0 mmol) added. The resulting mixture was stirred for 30 min, then 2-chloropropylamine hydrochloride (1.30 g, 10.0 mmol) added in one portion. The resulting suspension was then stirred for 16 h during which time the reaction slowly warmed to room temperature. After this time the mixture was poured into water (500 mL) and the mixture extracted with ether (3×100 mL). ... Reactants: N1C=NC(=C1)C=1C(=NOC1C)C1=CC=CC=C1 (4-(1H-imidazol-4-yl)-5-methyl-3-phenyl-isoxazole), C(C)OC1=CC=C(C=C1)B(O)O (4-ethoxyphenylboronic acid). Yields the product C(C)OC1=CC=C(C=C1)N1C=NC(=C1)C=1C(=NOC1C)C1=CC=CC=C1 (4-[1-(4-Ethoxy-phenyl)-1H-imidazol-4-yl]-5-methyl-3-phenyl-isoxazole). The yield is 29.0%. As a reaction SMILES: [NH:1]1[CH:5]=[C:4]([C:6]2[C:7]([C:12]3[CH:17]=[CH:16][CH:15]=[CH:14][CH:13]=3)=[N:8][O:9][C:10]=2[CH3:11])[N:3]=[CH:2]1.[CH2:18]([O:20][C:21]1[CH:26]=[CH:25][C:24](B(O)O)=[CH:23][CH:22]=1)[CH3:19]>>[CH2:18]([O:20][C:21]1[CH:26]=[CH:25][C:24]([N:1]2[CH:5]=[C:4]([C:6]3[C:7]([C:12]4[CH:13]=[CH:14][CH:15]=[CH:16][CH:17]=4)=[N:8][O:9][C:10]=3[CH3:11])[N:3]=[CH:2]2)=[CH:23][CH:22]=1)[CH3:19]. Procedure: As described for Example 3, 4-(1H-imidazol-4-yl)-5-methyl-3-phenyl-isoxazole (112.6 mg, 0.5 mmol) was converted, using 4-ethoxyphenylboronic acid instead of 4-fluorophenylboronic acid, to the title compound (50 mg, 29%) which was obtained as a white solid. MS (ESI): m/e=346.0 [M+H]+.